This data is from the Open Reaction Database (ORD), a public repository of structured organic reaction records. The task is: describe an organic reaction: reactants, conditions, products, and yield Starting materials: BrC1=CC(=C(C=C1F)N1C(C=NC2=CC(=CC=C12)S(=O)(=O)Cl)=O)OC (1-(4-bromo-5-fluoro-2-methoxyphenyl)-2-oxo-1,2-dihydroquinoxaline-6-sulfonyl chloride), ClCCl (dichloromethane), N1=NC(=CC=C1)N (pyridazin-3-amine), N1=CC=CC=C1 (Pyridine). Solvent: CO.CCOC(=O)C (MeOH EtOAc). Reaction conditions: time 8 hour. The product is BrC1=CC(=C(C=C1F)N1C(C=NC2=CC(=CC=C12)S(=O)(=O)NC=1N=NC=CC1)=O)OC (1-(4-bromo-5-fluoro-2-methoxyphenyl)-2-oxo-N-(pyridazin-3-yl)-1,2-dihydroquinoxaline-6-sulfonamide). Isolated yield 22.2%. Reaction SMILES: [Br:1][C:2]1[C:7]([F:8])=[CH:6][C:5]([N:9]2[C:18]3[C:13](=[CH:14][C:15]([S:19](Cl)(=[O:21])=[O:20])=[CH:16][CH:17]=3)[N:12]=[CH:11][C:10]2=[O:23])=[C:4]([O:24][CH3:25])[CH:3]=1.ClCCl.[N:29]1[CH:34]=[CH:33][CH:32]=[C:31]([NH2:35])[N:30]=1.N1C=CC=CC=1>CO.CCOC(C)=O>[Br:1][C:2]1[C:7]([F:8])=[CH:6][C:5]([N:9]2[C:18]3[C:13](=[CH:14][C:15]([S:19]([NH:35][C:31]4[N:30]=[N:29][CH:34]=[CH:33][CH:32]=4)(=[O:21])=[O:20])=[CH:16][CH:17]=3)[N:12]=[CH:11][C:10]2=[O:23])=[C:4]([O:24][CH3:25])[CH:3]=1 |f:4.5|. Procedure details: A RBF was charged with 1-(4-bromo-5-fluoro-2-methoxyphenyl)-2-oxo-1,2-dihydroquinoxaline-6-sulfonyl chloride (527.2 mg, 1.060 mmol), dichloromethane (1767 μl), and pyridazin-3-amine (151 mg, 1.590 mmol) to give a thick suspension. Pyridine (3533 μl) was added relatively quickly, and the mixture was stirred overnight. In the morning, the mixture was concentrated in vacuo, then taken up in 2N aq. HCl and MeOH/EtOAc. A solid formed that was slowly dissolved in the MeOH/EtOAc by repeated exposure. T... Reactants: COCOc1ccc(C2=CC(=O)CC2)c(OCOC)c1, [H][H], [Pd]. The product is COCOc1ccc(C2CCC(=O)C2)c(OCOC)c1. As a reaction SMILES: [CH3:1][O:2][CH2:3][O:4][c:5]1[c:6]([C:15]2=[CH:16][C:17](=[O:20])[CH2:18][CH2:19]2)[cH:7][cH:8][c:9]([O:11][CH2:12][O:13][CH3:14])[cH:10]1.[H:21][H:22].[Pd:23]>>[CH3:1][O:2][CH2:3][O:4][c:5]1[c:6]([CH:15]2[CH2:16][C:17](=[O:20])[CH2:18][CH2:19]2)[cH:7][cH:8][c:9]([O:11][CH2:12][O:13][CH3:14])[cH:10]1. Reactants: C(C)(=O)N(C)C[C@@H]1CN(CCO[C@H]1C1=CC(=C(C=C1)Cl)Cl)C(=O)OC(C)(C)C (tert-butyl (6R,7R)-6-{[acetyl(methyl)amino]methyl}-7-(3,4-dichlorophenyl)-1,4-oxazepane-4-carboxylate), C(C)(=O)OCC.Cl (hydrogen chloride-ethyl acetate). Run at time 1 hour. Yields the product Cl.ClC=1C=C(C=CC1Cl)[C@H]1[C@@H](CNCCO1)CN(C(C)=O)C (N-{[(6S,7R)-7-(3,4-dichlorophenyl)-1,4-oxazepan-6-yl]methyl}-N-methylacetamide monohydrochloride). Yield: 140.8%. As a reaction SMILES: [C:1]([N:4]([CH2:6][C@H:7]1[C@H:13]([C:14]2[CH:19]=[CH:18][C:17]([Cl:20])=[C:16]([Cl:21])[CH:15]=2)[O:12][CH2:11][CH2:10][N:9](C(OC(C)(C)C)=O)[CH2:8]1)[CH3:5])(=[O:3])[CH3:2].C(OCC)(=O)C.Cl>>[ClH:20].[Cl:21][C:16]1[CH:15]=[C:14]([C@@H:13]2[O:12][CH2:11][CH2:10][NH:9][CH2:8][C@H:7]2[CH2:6][N:4]([CH3:5])[C:1](=[O:3])[CH3:2])[CH:19]=[CH:18][C:17]=1[Cl:20] |f:1.2,3.4|. Reported procedure: To tert-butyl (6R,7R)-6-{[acetyl(methyl)amino]methyl}-7-(3,4-dichlorophenyl)-1,4-oxazepane-4-carboxylate (100 mg) was added 4.0 M hydrogen chloride-ethyl acetate solution (4 mL), and the mixture was stirred at room temperature for 1 hr. The residue obtained by concentration under reduced pressure was separated by HPLC (C18, mobile phase: water/acetonitrile (containing 10 mM NH4HCO3)), and the obtained fraction was concentrated under reduced pressure to give the title compound (60 mg). Starting materials: [OH-].[Na+] (sodium hydroxide), C(C1=CC=CC=C1)OCC(C(=O)OCC1=CC=CC=C1)(C)COCC1=CC=CC=C1 (benzyl 3-benzyloxy-2-benzyloxymethyl-2-methylpropionate), O (Water), C(C)(=O)OCC (ethyl acetate). Solvent: C1CCOC1 (THF). The product is C(C1=CC=CC=C1)OCC(C(=O)O)(C)COCC1=CC=CC=C1 (3-benzyloxy-2-benzyloxymethyl-2-methylpropionic acid). The yield is 34.7%. Reaction SMILES: [OH-].[Na+].[CH2:3]([O:10][CH2:11][C:12]([CH2:24][O:25][CH2:26][C:27]1[CH:32]=[CH:31][CH:30]=[CH:29][CH:28]=1)([CH3:23])[C:13]([O:15]CC1C=CC=CC=1)=[O:14])[C:4]1[CH:9]=[CH:8][CH:7]=[CH:6][CH:5]=1.O.C(OCC)(=O)C>C1COCC1>[CH2:3]([O:10][CH2:11][C:12]([CH2:24][O:25][CH2:26][C:27]1[CH:28]=[CH:29][CH:30]=[CH:31][CH:32]=1)([CH3:23])[C:13]([OH:15])=[O:14])[C:4]1[CH:5]=[CH:6][CH:7]=[CH:8][CH:9]=1 |f:0.1|. Reported procedure: 1 N Aqueous sodium hydroxide (2.6 mL) was added to a solution of benzyl 3-benzyloxy-2-benzyloxymethyl-2-methylpropionate obtained in Step A (350 mg, 0.87 mmol) in THF (2.6 mL), and the mixture was stirred under reflux for three hours. Water and ethyl acetate were added to the mixture to separate the aqueous layer. 1 N hydrochloric acid was added to the aqueous layer to make the aqueous layer acidic, followed by extraction with ethyl acetate. The extract was dried over anhydrous magnesium sulfate... Reactants: [OH-].[K+] (potassium hydroxide), SC=1SC(=NN1)C1=NC=CC=C1 (2-mercapto-5-pyrid-2-yl-1,3,4-thiadiazole), FCF (difluoromethane). The reagents and catalysts are [I-].[K+] (potassium iodide), [Br-].C(CCC)[NH+](CCCC)CCCC (tributylammonium bromide). Run in O (water), O1CCOCC1 (dioxane). Yields the product FC(SC=1SC(=NN1)C1=NC=CC=C1)F (2-Difluoromethylthio-5-pyrid-2-yl-1,3,4-thiadiazole). Isolated yield 15.3%. As a reaction SMILES: [SH:1][C:2]1[S:3][C:4]([C:7]2[CH:12]=[CH:11][CH:10]=[CH:9][N:8]=2)=[N:5][N:6]=1.[OH-].[K+].[F:15][CH2:16][F:17]>O1CCOCC1.O.[I-].[K+].[Br-].C([NH+](CCCC)CCCC)CCC>[F:15][CH:16]([F:17])[S:1][C:2]1[S:3][C:4]([C:7]2[CH:12]=[CH:11][CH:10]=[CH:9][N:8]=2)=[N:5][N:6]=1 |f:1.2,6.7,8.9|. Procedure: A suspension of 341.5 g (l.75 mol) of 2-mercapto-5-pyrid-2-yl-1,3,4-thiadiazole in 4000 ml of dioxane is added to a solution of 230.5 g of 85% potassium hydroxide in 800 ml of water. Then 10 g of potassium iodide and 6 g of tributylammonium bromide are added to the reaction mixture and 750 g (~8.6 mol) of gaseous difluoromethane are introduced over 41/2 hours at 22°-37° C. After evaporating off the dioxane, the reaction mixture is diluted with ethyl acetate, the aqueous phase is separated and th... Reactants: OBO, O=C(c1ccc(Br)cc1)N1CCCC1CN1CCCC1, c1ccc2c(c1)OCO2. The product is O=C(c1ccc(-c2ccc3c(c2)OCO3)cc1)N1CCCC1CN1CCCC1. RXN SMILES: [BH:1]([OH:2])[OH:3].[Br:13][c:14]1[cH:15][cH:16][c:17]([C:20](=[O:21])[N:22]2[CH:23]([CH2:27][N:28]3[CH2:29][CH2:30][CH2:31][CH2:32]3)[CH2:24][CH2:25][CH2:26]2)[cH:18][cH:19]1.[CH2:4]1[O:5][c:6]2[cH:7][cH:8][cH:9][cH:10][c:11]2[O:12]1>>[CH2:4]1[O:5][c:6]2[cH:7][cH:8][c:9](-[c:14]3[cH:15][cH:16][c:17]([C:20](=[O:21])[N:22]4[CH:23]([CH2:27][N:28]5[CH2:29][CH2:30][CH2:31][CH2:32]5)[CH2:24][CH2:25][CH2:26]4)[cH:18][cH:19]3)[cH:10][c:11]2[O:12]1. Reactants: CCOP(=O)(CC1OC(COCc2ccccc2)C(OCc2ccccc2)C(OCc2ccccc2)C1O)OCC, C1CCOC1, CC(C)OC(=O)N=NC(=O)OC(C)C, [N-]=[N+]=NP(=O)(Oc1ccccc1)Oc1ccccc1, c1ccc(P(c2ccccc2)c2ccccc2)cc1. Product: CCOP(=O)(CC1OC(COCc2ccccc2)C(OCc2ccccc2)C(OCc2ccccc2)C1N=[N+]=[N-])OCC. RXN SMILES: [CH2:34]([c:35]1[cH:36][cH:37][cH:38][cH:39][cH:40]1)[O:41][CH:42]1[CH:43]([OH:74])[CH:44]([CH2:65][P:66]([O:67][CH2:68][CH3:69])(=[O:70])[O:71][CH2:72][CH3:73])[O:45][CH:46]([CH2:56][O:57][CH2:58][c:59]2[cH:60][cH:61][cH:62][cH:63][cH:64]2)[CH:47]1[O:48][CH2:49][c:50]1[cH:51][cH:52][cH:53][cH:54][cH:55]1.[CH2:94]1[O:95][CH2:96][CH2:97][CH2:98]1.[O:1]=[C:2]([O:3][CH:4]([CH3:5])[CH3:6])[N:7]=[N:8][C:9]([O:10][CH:11]([CH3:12])[CH3:13])=[O:14].[P:75](=[O:76])([O:77][c:78]1[cH:79][cH:80][cH:81][cH:82][cH:83]1)([O:84][c:85]1[cH:86][cH:87][cH:88][cH:89][cH:90]1)[N:91]=[N+:92]=[N-:93].[c:15]1([P:16]([c:17]2[cH:18][cH:19][cH:20][cH:21][cH:22]2)[c:23]2[cH:24][cH:25][cH:26][cH:27][cH:28]2)[cH:29][cH:30][cH:31][cH:32][cH:33]1>>[CH2:34]([c:35]1[cH:36][cH:37][cH:38][cH:39][cH:40]1)[O:41][CH:42]1[CH:43]([N:91]=[N+:92]=[N-:93])[CH:44]([CH2:65][P:66]([O:67][CH2:68][CH3:69])(=[O:70])[O:71][CH2:72][CH3:73])[O:45][CH:46]([CH2:56][O:57][CH2:58][c:59]2[cH:60][cH:61][cH:62][cH:63][cH:64]2)[CH:47]1[O:48][CH2:49][c:50]1[cH:51][cH:52][cH:53][cH:54][cH:55]1. Reactants: FC(C(=O)O)(F)F (Trifluoroacetic acid), NC1=NC=C(C(=N1)C1=CC(=C(N1COCC[Si](C)(C)C)C1=C(C=CC(=C1)Cl)C)C(=O)N)C#CC1=CC=C(C=C1)C(=O)N1CCN(CC1)C (5-[2-amino-5-({4-[(4-methylpiperazin-1-yl)carbonyl]phenyl}ethynyl)pyrimidin-4-yl]-2-(5-chloro-2-methylphenyl)-1-{[2-(trimethylsilyl)ethoxy]methyl}-1H-pyrrole-3-carboxamide). Run in C(Cl)Cl (DCM). Conditions: time 4 hour. The product is NC1=NC=C(C(=N1)C1=CC(=C(N1)C1=C(C=CC(=C1)Cl)C)C(=O)N)C#CC1=CC=C(C=C1)C(=O)N1CCN(CC1)C (5-[2-Amino-5-({4-[(4-methylpiperazin-1-yl)carbonyl]phenyl}ethynyl)pyrimidin-4-yl]-2-(5-chloro-2-methylphenyl)-1H-pyrrole-3-carboxamide). Yield: 70.9%. As a reaction SMILES: FC(F)(F)C(O)=O.[NH2:8][C:9]1[N:14]=[C:13]([C:15]2[N:19](COCC[Si](C)(C)C)[C:18]([C:28]3[CH:33]=[C:32]([Cl:34])[CH:31]=[CH:30][C:29]=3[CH3:35])=[C:17]([C:36]([NH2:38])=[O:37])[CH:16]=2)[C:12]([C:39]#[C:40][C:41]2[CH:46]=[CH:45][C:44]([C:47]([N:49]3[CH2:54][CH2:53][N:52]([CH3:55])[CH2:51][CH2:50]3)=[O:48])=[CH:43][CH:42]=2)=[CH:11][N:10]=1>C(Cl)Cl>[NH2:8][C:9]1[N:14]=[C:13]([C:15]2[NH:19][C:18]([C:28]3[CH:33]=[C:32]([Cl:34])[CH:31]=[CH:30][C:29]=3[CH3:35])=[C:17]([C:36]([NH2:38])=[O:37])[CH:16]=2)[C:12]([C:39]#[C:40][C:41]2[CH:42]=[CH:43][C:44]([C:47]([N:49]3[CH2:54][CH2:53][N:52]([CH3:55])[CH2:51][CH2:50]3)=[O:48])=[CH:45][CH:46]=2)=[CH:11][N:10]=1. Reported procedure: Trifluoroacetic acid (1.4 mL) was added to a solution of 5-[2-amino-5-({4-[(4-methylpiperazin-1-yl)carbonyl]phenyl}ethynyl)pyrimidin-4-yl]-2-(5-chloro-2-methylphenyl)-1-{[2-(trimethylsilyl)ethoxy]methyl}-1H-pyrrole-3-carboxamide (0.110 g, 0.14 mmol) in dry DCM (2.8 mL) and stirred for 4 h at room temperature. After solvent removal, the residue was treated with EtOH (3 mL), 33% NH4OH (0.4 mL) and stirred for 0.5 h. The solvent was evaporated to dryness and the residue was purified by flash-chroma... The product is FC1=CC=C(C=C1)C(CCCN1CCC(CC1)=C(C1=CC=CC=C1)C1=CC=CC=C1)=O (4'-Fluoro-4-[4-(diphenylmethylene)piperidino]butyrophenone). The solvent is C1(=CC=CC=C1)C (toluene), C(C)(=O)OCC (ethyl acetate). Reaction SMILES: [C:1]1([C:7]([C:14]2[CH:19]=[CH:18][CH:17]=[CH:16][CH:15]=2)=[C:8]2[CH2:13][CH2:12][NH:11][CH2:10][CH2:9]2)[CH:6]=[CH:5][CH:4]=[CH:3][CH:2]=1.Cl[CH2:21][CH2:22][CH2:23][C:24]([C:26]1[CH:31]=[CH:30][C:29]([F:32])=[CH:28][CH:27]=1)=[O:25].C(=O)(O)[O-].[K+].[I-].[K+]>C1(C)C=CC=CC=1.C(OCC)(=O)C>[F:32][C:29]1[CH:28]=[CH:27][C:26]([C:24](=[O:25])[CH2:23][CH2:22][CH2:21][N:11]2[CH2:10][CH2:9][C:8](=[C:7]([C:14]3[CH:19]=[CH:18][CH:17]=[CH:16][CH:15]=3)[C:1]3[CH:2]=[CH:3][CH:4]=[CH:5][CH:6]=3)[CH2:13][CH2:12]2)=[CH:31][CH:30]=1 |f:2.3,4.5|. Procedure: A mixture of 99.9 g (0.4 mole) of 4-(diphenylmethylene)piperidine, 88 g (0.44 mole) of 4-chloro-4'-fluorobutyrophenone, 64.0 g (0.64 mole) of potassium bicarbonate, and a small amount of potassium iodide in 1500 ml of toluene was refluxed for 5 days. The reaction mixture was filtered and the filtrate was concentrated at reduced pressure leaving a residue which was dissolved in about 800 ml of ethyl acetate. This solution was concentrated to about 500 ml and allowed to stand for one day. The resu... The reactants are C1(=CC=CC=C1)C(=C1CCNCC1)C1=CC=CC=C1 (4-(diphenylmethylene)piperidine), ClCCCC(=O)C1=CC=C(C=C1)F (4-chloro-4'-fluorobutyrophenone), C([O-])(O)=O.[K+] (potassium bicarbonate), [I-].[K+] (potassium iodide). Reaction conditions: time 1 day. The solvent is O1CCCC1 (tetrahydrofuran), CO (methanol). As a reaction SMILES: C[O:2][C:3]([CH2:5][N:6]1[C:15](=[O:16])[C:14]2[N:13]([CH2:17][C:18]#[C:19][CH3:20])[C:12]([N:21]3[CH2:26][CH2:25][CH2:24][CH:23]([NH:27][C:28]([O:30][C:31]([CH3:34])([CH3:33])[CH3:32])=[O:29])[CH2:22]3)=[N:11][C:10]=2[N:9]([CH3:35])[C:7]1=[O:8])=[O:4].[OH-].[K+]>O1CCCC1.CO>[C:3]([CH2:5][N:6]1[C:15](=[O:16])[C:14]2[N:13]([CH2:17][C:18]#[C:19][CH3:20])[C:12]([N:21]3[CH2:26][CH2:25][CH2:24][CH:23]([NH:27][C:28]([O:30][C:31]([CH3:34])([CH3:33])[CH3:32])=[O:29])[CH2:22]3)=[N:11][C:10]=2[N:9]([CH3:35])[C:7]1=[O:8])([OH:4])=[O:2] |f:1.2|. Starting materials: COC(=O)CN1C(=O)N(C=2N=C(N(C2C1=O)CC#CC)N1CC(CCC1)NC(=O)OC(C)(C)C)C (1-methoxycarbonylmethyl-3-methyl-7-(2-butyn-1-yl)-8-[3-(tert.-butyloxycarbonylamino)-piperidin-1-yl]-xanthine), [OH-].[K+] (potassium hydroxide). Reported procedure: Prepared by saponifying 1-methoxycarbonylmethyl-3-methyl-7-(2-butyn-1-yl)-8-[3-(tert.-butyloxycarbonylamino)-piperidin-1-yl]-xanthine with 4 N potassium hydroxide solution in a mixture of tetrahydrofuran and methanol (5:1) at ambient temperature. Yields the product C(=O)(O)CN1C(=O)N(C=2N=C(N(C2C1=O)CC#CC)N1CC(CCC1)NC(=O)OC(C)(C)C)C (1-carboxymethyl-3-methyl-7-(2-butyn-1-yl)-8-[3-(tert.-butyloxycarbonylamino)-piperidin-1-yl]-xanthine).